Dataset: the Open Reaction Database (ORD), a public repository of structured organic reaction records. Task: describe an organic reaction: reactants, conditions, products, and yield Reactants: [N+](=O)([O-])C=1C=C(C=NO)C=CC1 (m-nitrobenzaldoxime). Reagents/catalysts: Rh-C. Solvent: O1CCCC1 (tetrahydrofurane). The product is NC=1C=C(CN)C=CC1 (m-Aminobenzylamine). The yield is 89.2%. Reaction SMILES: [N+:1]([C:4]1[CH:5]=[C:6]([CH:10]=[CH:11][CH:12]=1)[CH:7]=[N:8]O)([O-])=O>O1CCCC1>[NH2:1][C:4]1[CH:5]=[C:6]([CH:10]=[CH:11][CH:12]=1)[CH2:7][NH2:8]. Procedure details: The same procedure as in Example 1 was carried out except using m-nitrobenzaldoxime obtained in Example 2 as the material, tetrahydrofurane as the solvent and a 5% Rh-C catalyst as the catalyst. m-Aminobenzylamine of 99.9% in purity was obtained with an yield of 89.2%. Reactants: O=S(=O)(Nc1nccs1)c1ccc(Br)cc1, CNCCNC, CS(C)=O, CO, CN1CCCC1=O, O=C1NCCC1N1CCCc2cc(Cl)ccc21, [Cu]I, [K+], [K+], O=C([O-])[O-]. Yields the product O=C1C(N2CCCc3cc(Cl)ccc32)CCN1c1ccc(S(=O)(=O)Nc2nccs2)cc1. As a reaction SMILES: [Br:1][c:2]1[cH:3][cH:4][c:5]([S:8](=[O:9])(=[O:10])[NH:11][c:12]2[s:13][cH:14][cH:15][n:16]2)[cH:6][cH:7]1.[CH3:34][NH:35][CH2:36][CH2:37][NH:38][CH3:39].[CH3:46][S:47]([CH3:48])=[O:49].[CH3:50][OH:51].[CH3:54][N:55]1[CH2:56][CH2:57][CH2:58][C:59]1=[O:60].[Cl:17][c:18]1[cH:19][c:20]2[c:25]([cH:26][cH:27]1)[N:24]([CH:28]1[C:29](=[O:33])[NH:30][CH2:31][CH2:32]1)[CH2:23][CH2:22][CH2:21]2.[Cu:52][I:53].[K+:40].[K+:41].[O-:42][C:43]([O-:44])=[O:45]>>[c:2]1([N:30]2[C:29](=[O:33])[CH:28]([N:24]3[CH2:23][CH2:22][CH2:21][c:20]4[cH:19][c:18]([Cl:17])[cH:27][cH:26][c:25]43)[CH2:32][CH2:31]2)[cH:3][cH:4][c:5]([S:8](=[O:9])(=[O:10])[NH:11][c:12]2[s:13][cH:14][cH:15][n:16]2)[cH:6][cH:7]1. Reactants: CC(C)O, O=[N+]([O-])c1cnc2cscc2c1Cl, N. Product: Nc1c([N+](=O)[O-])cnc2cscc12. As a reaction SMILES: [CH3:15][CH:16]([OH:17])[CH3:18].[Cl:1][c:2]1[c:3]2[c:4]([n:5][cH:6][c:7]1[N+:8](=[O:9])[O-:10])[cH:11][s:12][cH:13]2.[NH3:14]>>[c:2]1([NH2:14])[c:3]2[c:4]([n:5][cH:6][c:7]1[N+:8](=[O:9])[O-:10])[cH:11][s:12][cH:13]2. The reactants are C(C)(C)(C)N1C(C2=CC=C(C=C2C1=O)C(F)(F)F)=O (2-tert-butyl-5-(trifluoromethyl)isoindoline-1,3-dione), C(C)(C)[Mg]Br (isopropylmagnesium bromide), NN (hydrazine), C1(=CC=CC=C1)P(=O)(C1=CC=CC=C1)ON (O-(diphenylphosphoryl)hydroxylamine). The product is NN1C(C2=CC(=CC=C2C(=N1)C(C)C)C(F)(F)F)=O (2-amino-4-isopropyl-7-(trifluoromethyl)phthalazin-1(2H)-one). As a reaction SMILES: C([N:5]1[C:13](=[O:14])[C:12]2[C:7](=[CH:8][CH:9]=[C:10]([C:15]([F:18])([F:17])[F:16])[CH:11]=2)[C:6]1=O)(C)(C)C.[CH:20]([Mg]Br)([CH3:22])[CH3:21].[NH2:25][NH2:26].C1(P(ON)(C2C=CC=CC=2)=O)C=CC=CC=1>>[NH2:25][N:26]1[N:5]=[C:6]([CH:20]([CH3:22])[CH3:21])[C:7]2[C:12](=[CH:11][C:10]([C:15]([F:16])([F:17])[F:18])=[CH:9][CH:8]=2)[C:13]1=[O:14]. Procedure: The crude 2-tert-butyl-5-(trifluoromethyl)isoindoline-1,3-dione was treated with isopropylmagnesium bromide and hydrazine using a method similar to that described in Example 1A, followed by treatment with O-(diphenylphosphoryl)hydroxylamine using a method similar to that described in Example 1B to give the title compound. LC/MS (APCI) m/z 272 (M+H)+.